Dataset: the Open Reaction Database (ORD), a public repository of structured organic reaction records. Task: describe an organic reaction: reactants, conditions, products, and yield Starting materials: CC(=O)O, O, O=S(=O)(O)O, N#Cc1ccc(-c2cnc3n2CCS3)cc1. The product is O=C(O)c1ccc(-c2cnc3n2CCS3)cc1. As a reaction SMILES: [CH3:23][C:24](=[O:25])[OH:26].[OH2:22].[S:17]([OH:18])(=[O:19])(=[O:20])[OH:21].[S:1]1[c:2]2[n:3]([c:6](-[c:9]3[cH:10][cH:11][c:12]([C:13]#[N:14])[cH:15][cH:16]3)[cH:7][n:8]2)[CH2:4][CH2:5]1>>[S:1]1[c:2]2[n:3]([c:6](-[c:9]3[cH:10][cH:11][c:12]([C:13]([OH:18])=[O:22])[cH:15][cH:16]3)[cH:7][n:8]2)[CH2:4][CH2:5]1. Reactants: ClCCl, Cc1ccccc1, Cl, NO, O=C(OCc1ccc([N+](=O)[O-])cc1)C(=O)c1ccc(O)cc1. As a reaction SMILES: [CH2:33]([Cl:34])[Cl:35].[CH3:26][c:27]1[cH:28][cH:29][cH:30][cH:31][cH:32]1.[ClH:23].[NH2:24][OH:25].[OH:1][c:2]1[cH:3][cH:4][c:5]([C:8]([C:9](=[O:10])[O:11][CH2:12][c:13]2[cH:14][cH:15][c:16]([N+:19](=[O:20])[O-:21])[cH:17][cH:18]2)=[O:22])[cH:6][cH:7]1>>[OH:1][c:2]1[cH:3][cH:4][c:5]([C:8]([C:9](=[O:10])[O:11][CH2:12][c:13]2[cH:14][cH:15][c:16]([N+:19](=[O:20])[O-:21])[cH:17][cH:18]2)=[N:24][OH:25])[cH:6][cH:7]1. Yields the product O=C(OCc1ccc([N+](=O)[O-])cc1)C(=NO)c1ccc(O)cc1. Reactants: O=C(CBr)Nc1cccc(-c2cnc3ccccc3n2)c1, C[S-], CCO, CCOC(C)=O, [Na+], O. Product: CSCC(=O)Nc1cccc(-c2cnc3ccccc3n2)c1. Reaction SMILES: [Br:1][CH2:2][C:3](=[O:4])[NH:5][c:6]1[cH:7][c:8](-[c:12]2[n:13][c:14]3[cH:15][cH:16][cH:17][cH:18][c:19]3[n:20][cH:21]2)[cH:9][cH:10][cH:11]1.[CH3:22][S-:23].[CH3:25][CH2:26][OH:27].[CH3:29][CH2:30][O:31][C:32](=[O:33])[CH3:34].[Na+:24].[OH2:28]>>[CH2:2]([C:3](=[O:4])[NH:5][c:6]1[cH:7][c:8](-[c:12]2[n:13][c:14]3[cH:15][cH:16][cH:17][cH:18][c:19]3[n:20][cH:21]2)[cH:9][cH:10][cH:11]1)[S:23][CH3:22].